From a dataset of the Open Reaction Database (ORD), a public repository of structured organic reaction records. describe an organic reaction: reactants, conditions, products, and yield Starting materials: BrCc1ccc(-c2ccccc2-c2nnnn2C(c2ccccc2)(c2ccccc2)c2ccccc2)cc1, C1CCCCC1, C1CCOC1, CN1CCCN(C)C1=O, CC(C)[N-]C(C)C, [Cl-], [Li+], [NH4+], CCOC(=O)c1cn(CCc2ccccc2)nc1N. Yields the product CCOC(=O)c1cn(CCc2ccccc2)nc1NCc1ccc(-c2ccccc2-c2nnnn2C(c2ccccc2)(c2ccccc2)c2ccccc2)cc1. Reaction SMILES: [Br:34][CH2:35][c:36]1[cH:37][cH:38][c:39](-[c:42]2[c:43](-[c:48]3[n:49][n:50][n:51][n:52]3[C:53]([c:54]3[cH:55][cH:56][cH:57][cH:58][cH:59]3)([c:60]3[cH:61][cH:62][cH:63][cH:64][cH:65]3)[c:66]3[cH:67][cH:68][cH:69][cH:70][cH:71]3)[cH:44][cH:45][cH:46][cH:47]2)[cH:40][cH:41]1.[CH2:1]1[CH2:2][CH2:3][CH2:4][CH2:5][CH2:6]1.[CH2:74]1[O:75][CH2:76][CH2:77][CH2:78]1.[CH3:79][N:80]1[CH2:81][CH2:82][CH2:83][N:84]([CH3:85])[C:86]1=[O:87].[CH:7]([N-:8][CH:9]([CH3:10])[CH3:11])([CH3:12])[CH3:13].[Cl-:72].[Li+:14].[NH4+:73].[c:15]1([CH2:21][CH2:22][n:23]2[n:24][c:25]([NH2:33])[c:26]([C:28](=[O:29])[O:30][CH2:31][CH3:32])[cH:27]2)[cH:16][cH:17][cH:18][cH:19][cH:20]1>>[c:15]1([CH2:21][CH2:22][n:23]2[n:24][c:25]([NH:33][CH2:35][c:36]3[cH:37][cH:38][c:39](-[c:42]4[c:43](-[c:48]5[n:49][n:50][n:51][n:52]5[C:53]([c:54]5[cH:55][cH:56][cH:57][cH:58][cH:59]5)([c:60]5[cH:61][cH:62][cH:63][cH:64][cH:65]5)[c:66]5[cH:67][cH:68][cH:69][cH:70][cH:71]5)[cH:44][cH:45][cH:46][cH:47]4)[cH:40][cH:41]3)[c:26]([C:28](=[O:29])[O:30][CH2:31][CH3:32])[cH:27]2)[cH:16][cH:17][cH:18][cH:19][cH:20]1. Reactants: C(C1=CC=CC=C1)OC1=CC=C(CN2C(=NC=C2C(=O)OCC)SCCC)C=C1 (1-(4-benzyloxybenzyl)-2-propylthio-5-carboethoxyimidazole), [H-].[Al+3].[Li+].[H-].[H-].[H-] (lithium aluminum hydride). The solvent is O1CCCC1 (tetrahydrofuran), C1CCOC1 (THF). Run at time 1 hour. Product: C(C1=CC=CC=C1)OC1=CC=C(CN2C(=NC=C2CO)SCCC)C=C1 (1-(4-benzyloxybenzyl)-2-propylthio-5-hydroxymethylimidazole). Isolated yield 84.2%. Reaction SMILES: [CH2:1]([O:8][C:9]1[CH:29]=[CH:28][C:12]([CH2:13][N:14]2[C:18]([C:19](OCC)=[O:20])=[CH:17][N:16]=[C:15]2[S:24][CH2:25][CH2:26][CH3:27])=[CH:11][CH:10]=1)[C:2]1[CH:7]=[CH:6][CH:5]=[CH:4][CH:3]=1.[H-].[Al+3].[Li+].[H-].[H-].[H-]>O1CCCC1>[CH2:1]([O:8][C:9]1[CH:29]=[CH:28][C:12]([CH2:13][N:14]2[C:18]([CH2:19][OH:20])=[CH:17][N:16]=[C:15]2[S:24][CH2:25][CH2:26][CH3:27])=[CH:11][CH:10]=1)[C:2]1[CH:3]=[CH:4][CH:5]=[CH:6][CH:7]=1 |f:1.2.3.4.5.6|. Procedure details: A solution of 2.05 g of 1-(4-benzyloxybenzyl)-2-propylthio-5-carboethoxyimidazole in 10 mL of tetrahydrofuran was added dropwise to 10 mL of 1M lithium aluminum hydride in THF at 0° such that the reaction temperature remained below 5°. The resulting solution then was stirred at 0° for 1 hour. At this point, the reaction mixture was quenched by sequential dropwise addition of 0.40 mL of water, 0.40 mL of 15% aqueous sodium hydride, and 1.20 mL of water. The resulting suspension was filtered emplo... Starting materials: FC=1C(=C2C(C(=CN(C2=CC1F)[C@H]1[C@H](C1)F)C(=O)O)=O)C (6,7-difluoro-1-[(1R,2S)-2-fluorocyclopropyl]-5-methyl-4-oxo-1,4-dihydroquinoline-3-carboxylic acid), C(C)(C)(C)OC(=O)N[C@@H]1CNCC12CC2 (7-(S)-t-butoxycarbonylamino-5-azaspiro[2.4]heptane). Solvent: CS(=O)C (dimethyl sulfoxide). Run at temperature 100 celsius. Product: N[C@@H]1CN(CC12CC2)C2=C(C(=C1C(C(=CN(C1=C2)[C@H]2[C@H](C2)F)C(=O)O)=O)C)F (7-[7-(S)-Amino-5-azaspiro[2.4]heptan-5-yl]-6-fluoro-1-[(1R,2S)-2-fluorocyclopropyl]-5-methyl-4-oxo-1,4-dihydroquinoline-3-carboxylic Acid). The yield is 46.6%. As a reaction SMILES: [F:1][C:2]1[C:3]([CH3:21])=[C:4]2[C:9](=[CH:10][C:11]=1F)[N:8]([C@@H:13]1[CH2:15][C@@H:14]1[F:16])[CH:7]=[C:6]([C:17]([OH:19])=[O:18])[C:5]2=[O:20].C(OC([NH:29][C@H:30]1[C:34]2([CH2:36][CH2:35]2)[CH2:33][NH:32][CH2:31]1)=O)(C)(C)C>CS(C)=O>[NH2:29][C@H:30]1[C:34]2([CH2:36][CH2:35]2)[CH2:33][N:32]([C:11]2[CH:10]=[C:9]3[C:4]([C:5](=[O:20])[C:6]([C:17]([OH:19])=[O:18])=[CH:7][N:8]3[C@@H:13]3[CH2:15][C@@H:14]3[F:16])=[C:3]([CH3:21])[C:2]=2[F:1])[CH2:31]1. Reported procedure: A mixture of 200 mg of 6,7-difluoro-1-[(1R,2S)-2-fluorocyclopropyl]-5-methyl-4-oxo-1,4-dihydroquinoline-3-carboxylic acid, 287 mg of 7-(S)-t-butoxycarbonylamino-5-azaspiro[2.4]heptane, and 5 ml of anhydrous dimethyl sulfoxide was heated at 100° C. for 30 minutes with stirring. After allowing to cool, the reaction mixture was concentrated under reduced pressure, and water was added to the residue. The precipitated yellow crystals were collected by filtration and added to 5 ml of trifluoroacetic a... The reactants are OCC1=C(C=CC=C1)C1=CC=C(CC23CCCCN3C(N(C2=O)C2=CC(=CC(=C2)Cl)Cl)=O)C=C1 (6-[4-[2-(hydroxymethyl)phenyl]benzyl]-8-(3,5-dichlorophenyl)-1,8-diazabicyclo[4.3.0]nonane-7,9-dione), S(=O)(Cl)Cl (thionyl chloride). The solvent is C(Cl)Cl (CH2Cl2). Reaction conditions: time 1 hour. Yields the product ClCC1=C(C=CC=C1)C1=CC=C(CC23CCCCN3C(N(C2=O)C2=CC(=CC(=C2)Cl)Cl)=O)C=C1 (6-[4-[2-(chloromethyl)phenyl]benzyl]-8-(3,5-dichlorophenyl)-1,8-diazabicyclo[4.3.0]nonane-7,9-dione). RXN SMILES: O[CH2:2][C:3]1[CH:8]=[CH:7][CH:6]=[CH:5][C:4]=1[C:9]1[CH:34]=[CH:33][C:12]([CH2:13][C:14]23[C:22](=[O:23])[N:21]([C:24]4[CH:29]=[C:28]([Cl:30])[CH:27]=[C:26]([Cl:31])[CH:25]=4)[C:20](=[O:32])[N:19]2[CH2:18][CH2:17][CH2:16][CH2:15]3)=[CH:11][CH:10]=1.S(Cl)([Cl:37])=O>C(Cl)Cl>[Cl:37][CH2:2][C:3]1[CH:8]=[CH:7][CH:6]=[CH:5][C:4]=1[C:9]1[CH:34]=[CH:33][C:12]([CH2:13][C:14]23[C:22](=[O:23])[N:21]([C:24]4[CH:25]=[C:26]([Cl:31])[CH:27]=[C:28]([Cl:30])[CH:29]=4)[C:20](=[O:32])[N:19]2[CH2:18][CH2:17][CH2:16][CH2:15]3)=[CH:11][CH:10]=1. Procedure details: To a solution of 6-[4-[2-(hydroxymethyl)phenyl]benzyl]-8-(3,5-dichlorophenyl)-1,8-diazabicyclo[4.3.0]nonane-7,9-dione (0.318 g) in CH2Cl2 (5 mL) was added thionyl chloride (0.2 mL) and the mixture was stirred for 1 hour at room temperature. The mixture was concentrated and the residue was redissolved in CH2Cl2 (5 mL) and evaporated again. The residue was dried under vacuum to give 6-[4-[2-(chloromethyl)phenyl]benzyl]-8-(3,5-dichlorophenyl)-1,8-diazabicyclo[4.3.0]nonane-7,9-dione. (2) NaH (60% in...